From a dataset of the Open Reaction Database (ORD), a public repository of structured organic reaction records. describe an organic reaction: reactants, conditions, products, and yield The reactants are CC(C)C(O)C(F)(F)C(O)C(CC1CCCCC1)NC(=O)OCc1ccccc1, CO. Product: CC(C)C(O)C(F)(F)C(O)C(N)CC1CCCCC1. As a reaction SMILES: [CH2:1]([O:2][C:3](=[O:4])[NH:11][CH:12]([CH2:13][CH:14]1[CH2:15][CH2:16][CH2:17][CH2:18][CH2:19]1)[CH:20]([C:21]([CH:22]([CH:23]([CH3:24])[CH3:25])[OH:26])([F:27])[F:28])[OH:29])[c:5]1[cH:6][cH:7][cH:8][cH:9][cH:10]1.[CH3:30][OH:31]>>[NH2:11][CH:12]([CH2:13][CH:14]1[CH2:15][CH2:16][CH2:17][CH2:18][CH2:19]1)[CH:20]([C:21]([CH:22]([CH:23]([CH3:24])[CH3:25])[OH:26])([F:27])[F:28])[OH:29]. The reactants are Cc1cc(Cl)ccc1Br, O=C(OOC(=O)c1ccccc1)c1ccccc1, ClC(Cl)(Cl)Cl, O=C1CCC(=O)N1Br. Yields the product Clc1ccc(Br)c(CBr)c1. As a reaction SMILES: [Br:1][c:2]1[c:3]([CH3:9])[cH:4][c:5]([Cl:8])[cH:6][cH:7]1.[C:18]([O:19][O:20][C:21](=[O:22])[c:23]1[cH:24][cH:25][cH:26][cH:27][cH:28]1)(=[O:29])[c:30]1[cH:31][cH:32][cH:33][cH:34][cH:35]1.[Cl:36][C:37]([Cl:38])([Cl:39])[Cl:40].[O:10]=[C:11]1[N:12]([Br:17])[C:13](=[O:14])[CH2:15][CH2:16]1>>[Br:1][c:2]1[c:3]([CH2:9][Br:17])[cH:4][c:5]([Cl:8])[cH:6][cH:7]1. Product: OC1=C(C(=NC=2N1N=C(C2)C)C)CCCCCCCC (7-hydroxy-2,5-dimethyl-6-n-octylpyrazolo[1,5-a]pyrimidine). Reaction SMILES: [CH2:1]([CH:9]([C:14]([CH3:16])=O)[C:10]([O:12]C)=O)[CH2:2][CH2:3][CH2:4][CH2:5][CH2:6][CH2:7][CH3:8].[CH3:17][C:18]1[NH:22][N:21]=[C:20]([NH2:23])[CH:19]=1>C(O)CCC>[OH:12][C:10]1[N:21]2[N:22]=[C:18]([CH3:17])[CH:19]=[C:20]2[N:23]=[C:14]([CH3:16])[C:9]=1[CH2:1][CH2:2][CH2:3][CH2:4][CH2:5][CH2:6][CH2:7][CH3:8]. Isolated yield 79.2%. Run in C(CCC)O (n-butanol). Procedure details: 200 g of methyl 2-n-octylacetoacetate and 94 g of 3(5)-amino-5(3)-methylpyrazole in 400 ml of n-butanol are refluxed for 5 hours. The mixture is cooled, and the product is filtered off under suction, washed with cold methanol and dried under reduced pressure at 60° C. to give 191 g of 7-hydroxy-2,5-dimethyl-6-n-octylpyrazolo[1,5-a]pyrimidine of melting point 199° C. Starting materials: C(CCCCCCC)C(C(=O)OC)C(=O)C (methyl 2-n-octylacetoacetate), CC1=CC(=NN1)N (3(5)-amino-5(3)-methylpyrazole). Reactants: COc1ccc(Cn2nc(I)c3c(Oc4ccc(N)cc4F)ccnc32)cc1, CS(C)=O, [Cu]I, [K+], [K+], CC(C)(C)OC(=O)N1CCCNCC1, O=C(O)C1CCCN1, O=C([O-])[O-]. The product is COc1ccc(Cn2nc(N3CCCN(C(=O)OC(C)(C)C)CC3)c3c(Oc4ccc(N)cc4F)ccnc32)cc1. RXN SMILES: [CH3:1][O:2][c:3]1[cH:4][cH:5][c:6]([CH2:7][n:8]2[n:9][c:10]([I:26])[c:11]3[c:12]2[n:13][cH:14][cH:15][c:16]3[O:17][c:18]2[c:19]([F:25])[cH:20][c:21]([NH2:24])[cH:22][cH:23]2)[cH:27][cH:28]1.[CH3:59][S:60]([CH3:61])=[O:62].[Cu:57][I:58].[K+:51].[K+:52].[N:29]1([C:36](=[O:37])[O:38][C:39]([CH3:40])([CH3:41])[CH3:42])[CH2:30][CH2:31][NH:32][CH2:33][CH2:34][CH2:35]1.[NH:43]1[CH2:44][CH2:45][CH2:46][CH:47]1[C:48]([OH:49])=[O:50].[O-:53][C:54]([O-:55])=[O:56]>>[CH3:1][O:2][c:3]1[cH:4][cH:5][c:6]([CH2:7][n:8]2[n:9][c:10]([N:32]3[CH2:31][CH2:30][N:29]([C:36](=[O:37])[O:38][C:39]([CH3:40])([CH3:41])[CH3:42])[CH2:35][CH2:34][CH2:33]3)[c:11]3[c:12]2[n:13][cH:14][cH:15][c:16]3[O:17][c:18]2[c:19]([F:25])[cH:20][c:21]([NH2:24])[cH:22][cH:23]2)[cH:27][cH:28]1. The reactants are O=C(O)c1cncc(Br)c1, Cc1ccccc1, CCO, [Na+], [Na+], O=C([O-])[O-], O, OB(O)c1ccccc1, c1ccc(P(c2ccccc2)(c2ccccc2)[Pd](P(c2ccccc2)(c2ccccc2)c2ccccc2)(P(c2ccccc2)(c2ccccc2)c2ccccc2)P(c2ccccc2)(c2ccccc2)c2ccccc2)cc1. Yields the product O=C(O)c1cncc(-c2ccccc2)c1. RXN SMILES: [Br:1][c:2]1[cH:3][n:4][cH:5][c:6]([C:7](=[O:8])[OH:9])[cH:10]1.[CH3:26][c:27]1[cH:28][cH:29][cH:30][cH:31][cH:32]1.[CH3:33][CH2:34][OH:35].[Na+:20].[Na+:21].[O-:22][C:23](=[O:24])[O-:25].[OH2:113].[OH:11][B:12]([OH:13])[c:14]1[cH:15][cH:16][cH:17][cH:18][cH:19]1.[cH:36]1[cH:37][cH:38][c:39]([P:40]([Pd:41]([P:42]([c:43]2[cH:44][cH:45][cH:46][cH:47][cH:48]2)([c:49]2[cH:50][cH:51][cH:52][cH:53][cH:54]2)[c:55]2[cH:56][cH:57][cH:58][cH:59][cH:60]2)([P:61]([c:62]2[cH:63][cH:64][cH:65][cH:66][cH:67]2)([c:68]2[cH:69][cH:70][cH:71][cH:72][cH:73]2)[c:74]2[cH:75][cH:76][cH:77][cH:78][cH:79]2)[P:80]([c:81]2[cH:82][cH:83][cH:84][cH:85][cH:86]2)([c:87]2[cH:88][cH:89][cH:90][cH:91][cH:92]2)[c:93]2[cH:94][cH:95][cH:96][cH:97][cH:98]2)([c:99]2[cH:100][cH:101][cH:102][cH:103][cH:104]2)[c:105]2[cH:106][cH:107][cH:108][cH:109][cH:110]2)[cH:111][cH:112]1>>[c:2]1(-[c:14]2[cH:15][cH:16][cH:17][cH:18][cH:19]2)[cH:3][n:4][cH:5][c:6]([C:7](=[O:8])[OH:9])[cH:10]1.